Dataset: the Open Reaction Database (ORD), a public repository of structured organic reaction records. Task: describe an organic reaction: reactants, conditions, products, and yield Reactants: C(C)(C)(C)OC(=O)C1CN2C=CC3=C(C=CC(=C23)CN1)CC(N)=O (7-Carbamoylmethyl-3,4-dihydro-1H-[1,4]diazepino[6,7,1-hi]indole-2-carboxylic acid tert-butyl ester), COC(C(=O)C1=CN2C(CCC3=CC=CC1=C23)(C)C)=O ((4,4-Dimethyl-5,6-dihydro-4H-pyrrolo[3,2,1-ij]quinolin-1-yl)-oxo-acetic acid methyl ester). Product: C(C)(C)(C)OC(=O)C1CN2C=CC3=C(C=CC(=C23)CN1)C=1C(NC(C1C1=CN2C(CCC3=CC=CC1=C23)(C)C)=O)=O (7-[4-(4,4-Dimethyl-5,6-dihydro-4H-pyrrolo[3,2,1-ij]quinolin-1-yl)-2,5-dioxo-2,5-dihydro-1H-pyrrol-3-yl]-3,4-dihydro-1H-[1,4]diazepino[6,7,1-hi]indole-2-carboxylic acid tert-butyl ester). Reaction SMILES: [C:1]([O:5][C:6]([CH:8]1[NH:20][CH2:19][C:17]2=[C:18]3[C:13](=[C:14]([CH2:21][C:22](=[O:24])[NH2:23])[CH:15]=[CH:16]2)[CH:12]=[CH:11][N:10]3[CH2:9]1)=[O:7])([CH3:4])([CH3:3])[CH3:2].C[O:26][C:27](=O)[C:28]([C:30]1[C:40]2=[C:41]3[C:36](=[CH:37][CH:38]=[CH:39]2)[CH2:35][CH2:34][C:33]([CH3:43])([CH3:42])[N:32]3[CH:31]=1)=O>>[C:1]([O:5][C:6]([CH:8]1[NH:20][CH2:19][C:17]2=[C:18]3[C:13](=[C:14]([C:21]4[C:22](=[O:24])[NH:23][C:27](=[O:26])[C:28]=4[C:30]4[C:40]5=[C:41]6[C:36](=[CH:37][CH:38]=[CH:39]5)[CH2:35][CH2:34][C:33]([CH3:42])([CH3:43])[N:32]6[CH:31]=4)[CH:15]=[CH:16]2)[CH:12]=[CH:11][N:10]3[CH2:9]1)=[O:7])([CH3:4])([CH3:2])[CH3:3]. Procedure details: Beginning with 7-Carbamoylmethyl-3,4-dihydro-1H-[1,4]diazepino[6,7,1-hi]indole-2-carboxylic acid tert-butyl ester and (4,4-Dimethyl-5,6-dihydro-4H-pyrrolo[3,2,1-ij]quinolin-1-yl)-oxo-acetic acid methyl ester, the title compound was prepared essentially as Example 1. Starting materials: BrCCCOC1(N2CCCCC2)CCc2ccccc21, CCO, [N-]=[N+]=[N-], [Na+], O. Product: c1ccc2c(c1)CCC2, [N-]=[N+]=[N-]. RXN SMILES: [Br:5][CH2:6][CH2:7][CH2:8][O:9][C:10]1([N:19]2[CH2:20][CH2:21][CH2:22][CH2:23][CH2:24]2)[CH2:11][CH2:12][c:13]2[cH:14][cH:15][cH:16][cH:17][c:18]21.[CH2:26]([OH:27])[CH3:28].[N-:2]=[N+:3]=[N-:4].[Na+:1].[OH2:25]>>[CH2:10]1[CH2:11][CH2:12][c:13]2[cH:14][cH:15][cH:16][cH:17][c:18]21.[N-:2]=[N+:3]=[N-:4].